From a dataset of the Open Reaction Database (ORD), a public repository of structured organic reaction records. describe an organic reaction: reactants, conditions, products, and yield Reactants: N1(C=NC=C1)C[C@H](C1=CC=CC=C1)OC1=C(C=2CCCC(C2C=C1)=O)CSC1=CC=C(C(=O)O)C=C1 (4-{[(2-{[(1S)-2-(1H-imidazol-1-yl)-1-phenylethyl]oxy}-5-oxo-5,6,7,8-tetrahydro-1-naphthalenyl)methyl]sulfanyl}benzoic acid), CN(CCN)C (2-dimethylaminoethylamine). The product is CN(CCNC(C1=CC=C(C=C1)SCC1=C(C=CC=2C(CCCC12)=O)O[C@H](CN1C=NC=C1)C1=CC=CC=C1)=O)C (N-[2-(Dimethylamino)ethyl]-4-{[(2-{[(1S)-2-(1H-imidazol-1-yl)-1-phenylethyl]oxy}-5-oxo-5,6,7,8-tetrahydro-1-naphthalenyl)methyl]sulfanyl}benzamide). Isolated yield 87.9%. As a reaction SMILES: [N:1]1([CH2:6][C@@H:7]([O:14][C:15]2[CH:24]=[CH:23][C:22]3[C:21](=[O:25])[CH2:20][CH2:19][CH2:18][C:17]=3[C:16]=2[CH2:26][S:27][C:28]2[CH:36]=[CH:35][C:31]([C:32](O)=[O:33])=[CH:30][CH:29]=2)[C:8]2[CH:13]=[CH:12][CH:11]=[CH:10][CH:9]=2)[CH:5]=[CH:4][N:3]=[CH:2]1.[CH3:37][N:38]([CH3:42])[CH2:39][CH2:40][NH2:41]>>[CH3:37][N:38]([CH3:42])[CH2:39][CH2:40][NH:41][C:32](=[O:33])[C:31]1[CH:35]=[CH:36][C:28]([S:27][CH2:26][C:16]2[C:17]3[CH2:18][CH2:19][CH2:20][C:21](=[O:25])[C:22]=3[CH:23]=[CH:24][C:15]=2[O:14][C@@H:7]([C:8]2[CH:9]=[CH:10][CH:11]=[CH:12][CH:13]=2)[CH2:6][N:1]2[CH:5]=[CH:4][N:3]=[CH:2]2)=[CH:29][CH:30]=1. Procedure: Using the method in Example 172, 4-{[(2-{[(1S)-2-(1H-imidazol-1-yl)-1-phenylethyl]oxy}-5-oxo-5,6,7,8-tetrahydro-1-naphthalenyl)methyl]sulfanyl}benzoic acid (50 mg, 0.10 mmol, 0.20M in DMF) and 2-dimethylaminoethylamine (27 mg, 0.30 mmol, 0.60M in DMF) were combined to give 50 mg of the desired compound: Low resolution mass spectrum (LC-MS, APCI) m/z 569 [M+H]+. The reactants are C(C1=CC=CC=C1)C1(CCC(CC1)=O)N(C)C (4-benzyl-4-dimethylaminocyclohexanone), C(C)(C)(C)[Li] (tert-Butyllithium), CCCCC (pentane), O1C2=C(C=C1)C=CC=C2 (benzo[b]furan). The solvent is C1CCOC1 (THF), C1CCOC1 (THF). Run at temperature -5 celsius, time 2 hour. Yields the product O1C(=CC2=C1C=CC=C2)C2(CCC(CC2)(N(C)C)CC2=CC=CC=C2)O (1-benzofuran-2-yl-4-benzyl-4-dimethylaminocyclohexanol). The yield is 21.2%. Reaction SMILES: [O:1]1[CH:5]=[CH:4][C:3]2[CH:6]=[CH:7][CH:8]=[CH:9][C:2]1=2.C([Li])(C)(C)C.CCCCC.[CH2:20]([C:27]1([N:34]([CH3:36])[CH3:35])[CH2:32][CH2:31][C:30](=[O:33])[CH2:29][CH2:28]1)[C:21]1[CH:26]=[CH:25][CH:24]=[CH:23][CH:22]=1>C1COCC1>[O:1]1[C:2]2[CH:9]=[CH:8][CH:7]=[CH:6][C:3]=2[CH:4]=[C:5]1[C:30]1([OH:33])[CH2:31][CH2:32][C:27]([CH2:20][C:21]2[CH:22]=[CH:23][CH:24]=[CH:25][CH:26]=2)([N:34]([CH3:36])[CH3:35])[CH2:28][CH2:29]1. Procedure details: A solution of benzo[b]furan (612 mg, 5.12 mmol) in dry THF (40 ml) was cooled to −8° C. under a stream of argon. Thereafter, tert-Butyllithium (6.22 mmol, 4.14 ml of a 1.5 molar pentane solution) was added dropwise such that a reaction temperature of −5° C. was not exceeded during the addition. When the addition had ended the reaction mixture was stirred for two hours at −5° C. Thereafter, a solution of 4-benzyl-4-dimethylaminocyclohexanone (1.20 g, 5.18 mmol) in dry THF (10 ml) was added dropwi... Starting materials: O=C([O-])[O-], Brc1ccc2c(ccn2Cc2ccccc2)c1, Cc1ccccc1, CCO, OB(O)c1ccc(C(F)(F)F)cc1, [K+], [K+], O, c1ccc(P(c2ccccc2)(c2ccccc2)[Pd](P(c2ccccc2)(c2ccccc2)c2ccccc2)(P(c2ccccc2)(c2ccccc2)c2ccccc2)P(c2ccccc2)(c2ccccc2)c2ccccc2)cc1. Yields the product FC(F)(F)c1ccc(-c2ccc3c(ccn3Cc3ccccc3)c2)cc1. Reaction SMILES: [C:31](=[O:32])([O-:33])[O-:34].[CH2:1]([c:2]1[cH:3][cH:4][cH:5][cH:6][cH:7]1)[n:8]1[cH:9][cH:10][c:11]2[cH:12][c:13]([Br:17])[cH:14][cH:15][c:16]12.[CH3:37][c:38]1[cH:39][cH:40][cH:41][cH:42][cH:43]1.[CH3:45][CH2:46][OH:47].[F:18][C:19]([c:20]1[cH:21][cH:22][c:23]([B:26]([OH:27])[OH:28])[cH:24][cH:25]1)([F:29])[F:30].[K+:35].[K+:36].[OH2:44].[cH:48]1[cH:49][cH:50][c:51]([P:52]([Pd:53]([P:54]([c:55]2[cH:56][cH:57][cH:58][cH:59][cH:60]2)([c:61]2[cH:62][cH:63][cH:64][cH:65][cH:66]2)[c:67]2[cH:68][cH:69][cH:70][cH:71][cH:72]2)([P:73]([c:74]2[cH:75][cH:76][cH:77][cH:78][cH:79]2)([c:80]2[cH:81][cH:82][cH:83][cH:84][cH:85]2)[c:86]2[cH:87][cH:88][cH:89][cH:90][cH:91]2)[P:92]([c:93]2[cH:94][cH:95][cH:96][cH:97][cH:98]2)([c:99]2[cH:100][cH:101][cH:102][cH:103][cH:104]2)[c:105]2[cH:106][cH:107][cH:108][cH:109][cH:110]2)([c:111]2[cH:112][cH:113][cH:114][cH:115][cH:116]2)[c:117]2[cH:118][cH:119][cH:120][cH:121][cH:122]2)[cH:123][cH:124]1>>[CH2:1]([c:2]1[cH:3][cH:4][cH:5][cH:6][cH:7]1)[n:8]1[cH:9][cH:10][c:11]2[cH:12][c:13](-[c:23]3[cH:22][cH:21][c:20]([C:19]([F:18])([F:29])[F:30])[cH:25][cH:24]3)[cH:14][cH:15][c:16]12. Starting materials: C(C1=CC=CC=C1)OC([C@@H](N(CC1=CC=C(C=C1)C1=C(C=CC=C1)C1=NN=NN1)C(=O)OCCCC)C(C)C)=O (N-Carbobutoxy-N-[(2'-(1H-tetrazol-5-yl)biphenyl-4-yl)methyl]-(L)-valine benzyl ester), C(C1=CC=CC=C1)OC([C@@H](N(CC1=CC=C(C=C1)C1=C(C=CC=C1)C#N)C(=O)OCCCC)C(C)C)=O (N-carbobutoxy-N-[(2'-cyanobiphenyl-4-yl)methyl]-(L)-valine benzyl ester), C(CCC)[Sn](CCCC)(CCCC)N=[N+]=[N-] (tributyltin azide). Product: C(CCC)OC(=O)N(CC1=CC=C(C=C1)C1=C(C=CC=C1)C1=NN=NN1)[C@@H](C(C)C)C(=O)O ((S)-N-Butyloxycarbonyl-N-(1-Carboxy-2-methyl-prop-1-yl)-N-[2'-(1H-tetrazol-5-yl)biphenyl-4-ylmethyl]-amine). Reaction SMILES: C([O:8][C:9](=[O:40])[C@H:10]([CH:37]([CH3:39])[CH3:38])[N:11]([C:30]([O:32][CH2:33][CH2:34][CH2:35][CH3:36])=[O:31])[CH2:12][C:13]1[CH:18]=[CH:17][C:16]([C:19]2[CH:24]=[CH:23][CH:22]=[CH:21][C:20]=2[C:25]2[NH:29][N:28]=[N:27][N:26]=2)=[CH:15][CH:14]=1)C1C=CC=CC=1.C(OC(=O)[C@H](C(C)C)N(C(OCCCC)=O)CC1C=CC(C2C=CC=CC=2C#N)=CC=1)C1C=CC=CC=1.C([Sn](N=[N+]=[N-])(CCCC)CCCC)CCC>>[CH2:33]([O:32][C:30]([N:11]([C@H:10]([C:9]([OH:40])=[O:8])[CH:37]([CH3:38])[CH3:39])[CH2:12][C:13]1[CH:18]=[CH:17][C:16]([C:19]2[CH:24]=[CH:23][CH:22]=[CH:21][C:20]=2[C:25]2[NH:29][N:28]=[N:27][N:26]=2)=[CH:15][CH:14]=1)=[O:31])[CH2:34][CH2:35][CH3:36]. Reported procedure: N-Carbobutoxy-N-[(2'-(1H-tetrazol-5-yl)biphenyl-4-yl)methyl]-(L)-valine benzyl ester starting from 1.05 g of N-carbobutoxy-N-[(2'-cyanobiphenyl-4-yl)methyl]-(L)-valine benzyl ester and 1.05 g of tributyltin azide and subsequent flash chromatography using the system N6. Amorphous product. TLC (system N6) Rf : 0.17. Starting materials: COC=1C=C2C=CN(C2=CC1)C (5-methoxy-1-methylindole), FC(C(=O)O)(F)F (trifluoroacetic acid), [OH-].[Na+] (sodium hydroxide), C(#N)[BH3-].[Na+] (sodium cyanoborohydride). The solvent is C(C)(=O)O (acetic acid). Run at time 2 hour. Product: COC=1C=C2CCN(C2=CC1)C (5-methoxy-1-methylindoline). Yield: 71.0%. As a reaction SMILES: [CH3:1][O:2][C:3]1[CH:4]=[C:5]2[C:9](=[CH:10][CH:11]=1)[N:8]([CH3:12])[CH:7]=[CH:6]2.FC(F)(F)C(O)=O.C([BH3-])#N.[Na+].[OH-].[Na+]>C(O)(=O)C>[CH3:1][O:2][C:3]1[CH:4]=[C:5]2[C:9](=[CH:10][CH:11]=1)[N:8]([CH3:12])[CH2:7][CH2:6]2 |f:2.3,4.5|. Procedure: To a solution of 5-methoxy-1-methylindole (182 mg, 1.13 mmol) in 2.3 mL of acetic acid was added trifluoroacetic acid (1.1 mL). After the reaction mixture was added sodium cyanoborohydride (142 mg, 2.26 mmol) at 0° C., the reaction mixture was stirred at the same temperature for 2 h. After the reaction mixture was basified by 50% sodium hydroxide aqueous solution, the solution was extracted with diethyl ether (20 mL) twice. The combined extracts were washed with brine (5 mL), and dried over MgSO... Product: ClC1=CC=C(C=C1)[C@@]1(O[C@@H]([C@@H]1C)C)CN1N=CN=C1 ((2R*,3S*,4R*)-2-(4-Chlorophenyl)-3,4-dimethyl-2-[(1H-1,2,4-triazol-1-yl)methyl]oxetane). Procedure: 38 mg (0.950 mmole) of sodium hydride (as a 60% w/w dispersion in mineral oil) were added at 0° C. to a suspension of 107 mg (0.351 mmole) of 2-(4-chlorophenyl)-3,4-dimethyl-2-methanesulfonyloxymethyloxetane, 51.5 mg (0.746 mmole) of 1H-1,2,4-triazole and 45.6 mg (0.304 mmole) of sodium iodide in 10 ml of dimethylimidazolidinone, and the mixture was stirred at room temperature for 30 minutes and then at 90° C. for a further 12 hours. At the end of this time, an aqueous solution of sodium thiosul... Run at time 30 minute. RXN SMILES: [H-].[Na+].[Cl:3][C:4]1[CH:9]=[CH:8][C:7]([C:10]2([CH2:16]OS(C)(=O)=O)[CH:13]([CH3:14])[CH:12]([CH3:15])[O:11]2)=[CH:6][CH:5]=1.[NH:22]1[CH:26]=[N:25][CH:24]=[N:23]1.[I-].[Na+].S([O-])([O-])(=O)=S.[Na+].[Na+]>CN1CCN(C)C1=O>[Cl:3][C:4]1[CH:9]=[CH:8][C:7]([C@@:10]2([CH2:16][N:22]3[CH:26]=[N:25][CH:24]=[N:23]3)[C@@H:13]([CH3:14])[C@@H:12]([CH3:15])[O:11]2)=[CH:6][CH:5]=1 |f:0.1,4.5,6.7.8|. Run in CN1C(N(CC1)C)=O (dimethylimidazolidinone). The reactants are [H-].[Na+] (sodium hydride), ClC1=CC=C(C=C1)C1(OC(C1C)C)COS(=O)(=O)C (2-(4-chlorophenyl)-3,4-dimethyl-2-methanesulfonyloxymethyloxetane), N1N=CN=C1 (1H-1,2,4-triazole), [I-].[Na+] (sodium iodide), S(=S)(=O)([O-])[O-].[Na+].[Na+] (sodium thiosulfate). Yield: 78.3%. The reactants are ClC=1C=C(C=CC1Cl)C1(CN(CC1)C(C1=CC=C(C=C1)Cl)=O)CCCS(=O)(=O)[O-] (2-[3-(3,4-dichloro-phenyl)-1-(4-chloro-benzoyl)-pyrrolidin-3-yl]-ethyl-methanesulfonate), Cl.C1(=CC=CC=C1)C1(CCNCC1)C(=O)N (4-phenyl-piperidine-4-carboxylic acid amide hydrochloride). Product: ClC=1C=C(C=CC1Cl)C1(CN(CC1)C(C1=CC=C(C=C1)Cl)=O)CCN1CCC(CC1)(C(=O)N)C1=CC=CC=C1 (1-[2-[3-(3,4-dichloro-phenyl)-1-(4-chloro-benzoyl)-pyrrolidin-3-yl]-ethyl]-4-phenyl-piperidine-4-carboxylic acid amide). RXN SMILES: [Cl:1][C:2]1[CH:3]=[C:4]([C:9]2([CH2:23][CH2:24]CS([O-])(=O)=O)[CH2:13][CH2:12][N:11]([C:14](=[O:22])[C:15]3[CH:20]=[CH:19][C:18]([Cl:21])=[CH:17][CH:16]=3)[CH2:10]2)[CH:5]=[CH:6][C:7]=1[Cl:8].Cl.[C:31]1([C:37]2([C:43]([NH2:45])=[O:44])[CH2:42][CH2:41][NH:40][CH2:39][CH2:38]2)[CH:36]=[CH:35][CH:34]=[CH:33][CH:32]=1>>[Cl:1][C:2]1[CH:3]=[C:4]([C:9]2([CH2:23][CH2:24][N:40]3[CH2:39][CH2:38][C:37]([C:31]4[CH:32]=[CH:33][CH:34]=[CH:35][CH:36]=4)([C:43]([NH2:45])=[O:44])[CH2:42][CH2:41]3)[CH2:13][CH2:12][N:11]([C:14](=[O:22])[C:15]3[CH:20]=[CH:19][C:18]([Cl:21])=[CH:17][CH:16]=3)[CH2:10]2)[CH:5]=[CH:6][C:7]=1[Cl:8] |f:1.2|. Procedure: Prepare by the method of example 3.3 using 2-[3-(3,4-dichloro-phenyl)-1-(4-chloro-benzoyl)-pyrrolidin-3-yl]-ethyl-methanesulfonate (0.6 mmol) and 4-phenyl-piperidine-4-carboxylic acid amide hydrochloride (0.72 mmol). Chromatograph on silica gel to give the title compound. Starting materials: ClC1=CC(=NC=N1)NS(=O)(=O)C1=CC=C(C=C1)C(C)C (N-(6-chloropyrimidin-4-yl)-4-isopropylbenzenesulfonamide), C(C=C)N1CCNCC1 (N-allylpiperazine). The solvent is CS(=O)C (dimethyl sulfoxide), O (water). Reaction conditions: time 8 hour. Product: C(C=C)N1CCN(CC1)C1=CC(=NC=N1)NS(=O)(=O)C1=CC=C(C=C1)C(C)C (N-[6-(4-Allylpiperazin-1-yl)pyrimidin-4-yl]-4-isopropylbenzenesulfonamide). RXN SMILES: Cl[C:2]1[N:7]=[CH:6][N:5]=[C:4]([NH:8][S:9]([C:12]2[CH:17]=[CH:16][C:15]([CH:18]([CH3:20])[CH3:19])=[CH:14][CH:13]=2)(=[O:11])=[O:10])[CH:3]=1.[CH2:21]([N:24]1[CH2:29][CH2:28][NH:27][CH2:26][CH2:25]1)[CH:22]=[CH2:23]>CS(C)=O.O>[CH2:21]([N:24]1[CH2:29][CH2:28][N:27]([C:2]2[N:7]=[CH:6][N:5]=[C:4]([NH:8][S:9]([C:12]3[CH:17]=[CH:16][C:15]([CH:18]([CH3:20])[CH3:19])=[CH:14][CH:13]=3)(=[O:11])=[O:10])[CH:3]=2)[CH2:26][CH2:25]1)[CH:22]=[CH2:23]. Procedure: 430 mg (1.38 mmol) of N-(6-chloropyrimidin-4-yl)-4-isopropylbenzenesulfonamide from Example 18.1 were dissolved in 3 ml of dimethyl sulfoxide, after which 1.74 g (13.79 mmol) of N-allylpiperazine were added and the mixture was stirred overnight. Subsequently, the reaction mixture was stirred at 100° C., in a microwave oven, for 45 minutes. After the reaction mixture had cooled down to room temperature, it was diluted with 50 ml of water. After that, the aqueous reaction mixture was extracted wit... The reactants are [OH-].[K+] (potassium hydroxide), O1CCOC12CCC(CC2)CCN2CCN(CC2)C2=CC(=CC=C2)CO (1-[2-(1,4-dioxaspiro[4.5]dec-8-yl)ethyl]-4-(3-hydroxymethylphenyl)piperazine), IC (iodomethane), [F-].[K+] (potassium fluoride). Run in CS(=O)C (dimethyl sulfoxide). Conditions: time 8 hour. Yields the product O1CCOC12CCC(CC2)CCN2CCN(CC2)C2=CC(=CC=C2)COC (1-[2-(1,4-dioxaspiro[4.5]dec-8-yl)ethyl]-4-(3-methoxymethylphenyl)piperazine). The yield is 23.4%. As a reaction SMILES: [O:1]1[C:5]2([CH2:10][CH2:9][CH:8]([CH2:11][CH2:12][N:13]3[CH2:18][CH2:17][N:16]([C:19]4[CH:24]=[CH:23][CH:22]=[C:21]([CH2:25][OH:26])[CH:20]=4)[CH2:15][CH2:14]3)[CH2:7][CH2:6]2)[O:4][CH2:3][CH2:2]1.[F-].[K+].I[CH3:30].[OH-].[K+]>CS(C)=O>[O:4]1[C:5]2([CH2:10][CH2:9][CH:8]([CH2:11][CH2:12][N:13]3[CH2:14][CH2:15][N:16]([C:19]4[CH:24]=[CH:23][CH:22]=[C:21]([CH2:25][O:26][CH3:30])[CH:20]=4)[CH2:17][CH2:18]3)[CH2:7][CH2:6]2)[O:1][CH2:2][CH2:3]1 |f:1.2,4.5|. Procedure details: To a solution of 1.2 g (3.42 mmol) of 1-[2-(1,4-dioxaspiro[4.5]dec-8-yl)ethyl]-4-(3-hydroxymethylphenyl)piperazine (preparation A) in 15 mL of dimethyl sulfoxide are added, at room temperature, 1.0 g (17.2 mmol) of potassium fluoride, 0.52 g (3.66 mmol) of iodomethane and 0.68 g (10.3 mmol) of potassium hydroxide. The mixture is stirred overnight at room temperature, partitioned between with ethyl acetate and water. The aqueous phase is separated and the organic phase is washed with water, dried...